Dataset: the Open Reaction Database (ORD), a public repository of structured organic reaction records. Task: describe an organic reaction: reactants, conditions, products, and yield Starting materials: CC1=[N+](C=CC=C1C)[O-] (2,3-dimethylpyridine 1-oxide), C([O-])(O)=O.[Na+] (sodium bicarbonate), ClC(C(=O)Cl)(Cl)Cl (trichloroacetyl chloride), acid chloride. The solvent is C(Cl)(Cl)Cl (chloroform). Product: ClCC1=NC=CC=C1C (2-chloromethyl-3-methylpyridine). Reaction SMILES: [CH3:1][C:2]1[C:7]([CH3:8])=[CH:6][CH:5]=[CH:4][N+:3]=1[O-].[Cl:10]C(Cl)(Cl)C(Cl)=O.C(=O)(O)[O-].[Na+]>C(Cl)(Cl)Cl>[Cl:10][CH2:1][C:2]1[C:7]([CH3:8])=[CH:6][CH:5]=[CH:4][N:3]=1 |f:2.3|. Reported procedure: A solution of 15 g (0.12 mol) of 2,3-dimethylpyridine 1-oxide in 75 ml of chloroform is boiled at reflux and treated as rapidly as possible with 37 ml of trichloroacetyl chloride (it is advantageous to add the acid chloride through the reflux condenser). The reaction mixture is heated under reflux for 2.5 hours, subsequently poured into a mixture of ice and sodium bicarbonate and the resulting solution is washed several times with methylene chloride. The organic phase is dried with sodium sulpha... The reactants are CC(=O)OC(C)=O, Clc1ccc(C2(Cn3cncn3)NCCS2)c(Cl)c1, Cl, NCCS. Product: CC(=O)N1CCSC1(Cn1cncn1)c1ccc(Cl)cc1Cl. Reaction SMILES: [CH3:25][C:26](=[O:27])[O:28][C:29](=[O:30])[CH3:31].[Cl:1][c:2]1[c:3]([C:9]2([CH2:14][n:15]3[n:16][cH:17][n:18][cH:19]3)[S:10][CH2:11][CH2:12][NH:13]2)[cH:4][cH:5][c:6]([Cl:8])[cH:7]1.[ClH:20].[SH:21][CH2:22][CH2:23][NH2:24]>>[Cl:1][c:2]1[c:3]([C:9]2([CH2:14][n:15]3[n:16][cH:17][n:18][cH:19]3)[S:10][CH2:11][CH2:12][N:13]2[C:26]([CH3:25])=[O:27])[cH:4][cH:5][c:6]([Cl:8])[cH:7]1. Reactants: C(C=C)ON(S(=O)(=O)C1=C(C=CC=C1)[N+](=O)[O-])[C@@H]1C=C([C@H](N(C1)C(=O)OC(C)(C)C)CO)C ((2S,5R)-tert-butyl 5-(N-(allyloxy)-2-nitrophenylsulfonamido)-2-(hydroxymethyl)-3-methyl-5,6-dihydropyridine-1(2H)-carboxylate), C(C=C)ON(S(=O)(=O)C1=C(C=CC=C1)[N+](=O)[O-])[C@@H]1C=C([C@H](N(C1)C(=O)OC(C)(C)C)CO[Si](C)(C)C(C)(C)C)C(C)C ((2S,5R)-tert-butyl 5-(N-(allyloxy)-2-nitrophenylsulfonamido)-2-((tert-butyldimethylsilyloxy)methyl)-3-isopropyl-5,6-dihydropyridine-1(2H)-carboxylate), C(C=C)ON(S(=O)(=O)C1=C(C=CC=C1)[N+](=O)[O-])[C@@H]1C=C([C@H](N(C1)C(=O)OC(C)(C)C)CO[Si](C)(C)C(C)(C)C)C(C)C ((2S,5R)-tert-butyl 5-(N-(allyloxy)-2-nitrophenylsulfonamido)-2-((tert-butyldimethylsilyloxy)methyl)-3-isopropyl-5,6-dihydropyridine-1(2H)-carboxylate). The product is C(C=C)ON(S(=O)(=O)C1=C(C=CC=C1)[N+](=O)[O-])[C@@H]1C=C([C@H](N(C1)C(=O)OC(C)(C)C)CO)C(C)C ((2S,5R)-tert-butyl 5-(N-(allyloxy)-2-nitrophenylsulfonamido)-2-(hydroxymethyl)-3-isopropyl-5,6-dihydropyridine-1(2H)-carboxylate). Isolated yield 87.2%. As a reaction SMILES: C(ON([C@H]1CN(C(OC(C)(C)C)=O)[C@H](CO)C(C)=C1)S(C1C=CC=CC=1[N+]([O-])=O)(=O)=O)C=C.[CH2:34]([O:37][N:38]([C@H:51]1[CH2:56][N:55]([C:57]([O:59][C:60]([CH3:63])([CH3:62])[CH3:61])=[O:58])[C@H:54]([CH2:64][O:65][Si](C(C)(C)C)(C)C)[C:53]([CH:73]([CH3:75])[CH3:74])=[CH:52]1)[S:39]([C:42]1[CH:47]=[CH:46][CH:45]=[CH:44][C:43]=1[N+:48]([O-:50])=[O:49])(=[O:41])=[O:40])[CH:35]=[CH2:36]>>[CH2:34]([O:37][N:38]([C@H:51]1[CH2:56][N:55]([C:57]([O:59][C:60]([CH3:61])([CH3:62])[CH3:63])=[O:58])[C@H:54]([CH2:64][OH:65])[C:53]([CH:73]([CH3:75])[CH3:74])=[CH:52]1)[S:39]([C:42]1[CH:47]=[CH:46][CH:45]=[CH:44][C:43]=1[N+:48]([O-:50])=[O:49])(=[O:41])=[O:40])[CH:35]=[CH2:36]. Reported procedure: (2S,5R)-tert-butyl 5-(N-(allyloxy)-2-nitrophenylsulfonamido)-2-(hydroxymethyl)-3-isopropyl-5,6-dihydropyridine-1(2H)-carboxylate (660 mg, 87%) was prepared a similar manner as described in Intermediate 81 as a yellow oil, using (2S,5R)-tert-butyl 5-(N-(allyloxy)-2-nitrophenylsulfonamido)-2-((tert-butyldimethylsilyloxy)methyl)-3-isopropyl-5,6-dihydropyridine-1(2H)-carboxylate (Intermediate 91, 0.928 g, 1.48 mmol) as a starting material. Starting materials: Fc1ccc(Br)cc1F, CC(C)(C)OC(=O)N1CCC(=O)C1, [Li]CCCC, CCOCC, [Na+], [Na+], O=C([O-])[O-]. Yields the product CC(C)(C)OC(=O)N1CCC(O)(c2ccc(F)c(F)c2)C1. As a reaction SMILES: [Br:1][c:2]1[cH:3][c:4]([F:9])[c:5]([F:8])[cH:6][cH:7]1.[C:15](=[O:16])([O:17][C:18]([CH3:19])([CH3:20])[CH3:21])[N:22]1[CH2:23][C:24](=[O:27])[CH2:25][CH2:26]1.[CH2:10]([Li:11])[CH2:12][CH2:13][CH3:14].[CH3:34][CH2:35][O:36][CH2:37][CH3:38].[Na+:28].[Na+:29].[O-:30][C:31](=[O:32])[O-:33]>>[c:2]1([C:24]2([OH:27])[CH2:23][N:22]([C:15](=[O:16])[O:17][C:18]([CH3:19])([CH3:20])[CH3:21])[CH2:26][CH2:25]2)[cH:3][c:4]([F:9])[c:5]([F:8])[cH:6][cH:7]1. Procedure details: The diastereoselective catalytic Meerwein-Ponndorf-Verley reduction was made by the method described by Jingjun Yin et. al. J. Org. Chem. 2006, 71, 840-843. (S)-tert-butyl 1-(2,3-dihydrobenzo[b][1,4]dioxin-6-yl)-1-oxopropan-2-ylcarbamate (I2b) (3.76 g, 12.23 mmol), aluminium isopropoxide (0.5 g, 2.45 mmol) and 2-propanol (12 mL, 157.75 mmol) in toluene (22 mL) was stirred at +50° C. under argon for 16 hours. The reaction mixture was poured into 1M HCl (150 mL), the mixture was extracted with EtO... As a reaction SMILES: [O:1]1[CH2:6][CH2:5][O:4][C:3]2[CH:7]=[C:8]([C:11](=[O:22])[C@@H:12]([NH:14][C:15](=[O:21])[O:16][C:17]([CH3:20])([CH3:19])[CH3:18])[CH3:13])[CH:9]=[CH:10][C:2]1=2.CC(C)[O-].[Al+3].CC(C)[O-].CC(C)[O-].CC(O)C.Cl>C1(C)C=CC=CC=1>[O:1]1[CH2:6][CH2:5][O:4][C:3]2[CH:7]=[C:8]([C@@H:11]([OH:22])[C@@H:12]([NH:14][C:15](=[O:21])[O:16][C:17]([CH3:19])([CH3:18])[CH3:20])[CH3:13])[CH:9]=[CH:10][C:2]1=2 |f:1.2.3.4|. Reactants: Cl (HCl), O1C2=C(OCC1)C=C(C=C2)C([C@H](C)NC(OC(C)(C)C)=O)=O ((S)-tert-butyl 1-(2,3-dihydrobenzo[b][1,4]dioxin-6-yl)-1-oxopropan-2-ylcarbamate), CC([O-])C.[Al+3].CC([O-])C.CC([O-])C (aluminium isopropoxide), CC(C)O (2-propanol). Solvent: C1(=CC=CC=C1)C (toluene). Yields the product O1C2=C(OCC1)C=C(C=C2)[C@H]([C@H](C)NC(OC(C)(C)C)=O)O (tert-butyl (1R,2S)-1-(2,3-dihydrobenzo[b][1,4]dioxin-6-yl)-1-hydroxypropan-2-ylcarbamate). The reactants are C(C1=CC=CC=C1)OC=1C=C(C2=C(NC(CO2)=O)C1)C(C(O)OCC)=O (6-benzyloxy-8-(2-ethoxy-2-hydroxyacetyl)-4H-benzo[1,4]oxazin-3-one), C(C)C1=CC=C(C=C1)CC(C)(C)N (2-(4-ethylphenyl)-1,1-dimethylethylamine), Cl (hydrochloride). The product is C(C1=CC=CC=C1)OC=1C=C(C2=C(NC(CO2)=O)C1)C(CNC(CC1=CC=C(C=C1)CC)(C)C)O (6-benzyloxy-8-{2-[2-(4-ethylphenyl)-1,1-dimethylethylamino]-1-hydroxyethyl}-4H-benzo [1,4]oxazin-3-one). Reaction SMILES: [CH2:1]([O:8][C:9]1[CH:10]=[C:11]([C:20](=[O:26])[CH:21](OCC)O)[C:12]2[O:17][CH2:16][C:15](=[O:18])[NH:14][C:13]=2[CH:19]=1)[C:2]1[CH:7]=[CH:6][CH:5]=[CH:4][CH:3]=1.[CH2:27]([C:29]1[CH:34]=[CH:33][C:32]([CH2:35][C:36]([NH2:39])([CH3:38])[CH3:37])=[CH:31][CH:30]=1)[CH3:28].Cl>>[CH2:1]([O:8][C:9]1[CH:10]=[C:11]([CH:20]([OH:26])[CH2:21][NH:39][C:36]([CH3:38])([CH3:37])[CH2:35][C:32]2[CH:33]=[CH:34][C:29]([CH2:27][CH3:28])=[CH:30][CH:31]=2)[C:12]2[O:17][CH2:16][C:15](=[O:18])[NH:14][C:13]=2[CH:19]=1)[C:2]1[CH:3]=[CH:4][CH:5]=[CH:6][CH:7]=1. Reported procedure: The target compound is prepared analogously to the method for Example 8(d) from 2.14 g (6.0 mmol) of 6-benzyloxy-8-(2-ethoxy-2-hydroxyacetyl)-4H-benzo[1,4]oxazin-3-one and 1.0 g (5.6 mmol) of 2-(4-ethylphenyl)-1,1-dimethylethylamine. White solid. Yield: 1.7 g (54%, hydrochloride); melting point 210° C.-214° C. The reactants are CN1N=C(C=C1C(=O)O)NCC=1C(=NOC1C)C1=NC=CC=C1 (1-methyl-3-((5-methyl-3-(pyridin-2-yl)isoxazol-4-yl)methylamino)-1H-pyrazole-5-carboxylic acid), NN1CCOCC1 (4-aminomorpholine). RXN SMILES: [CH3:1][N:2]1[C:6]([C:7]([OH:9])=O)=[CH:5][C:4]([NH:10][CH2:11][C:12]2[C:13]([C:18]3[CH:23]=[CH:22][CH:21]=[CH:20][N:19]=3)=[N:14][O:15][C:16]=2[CH3:17])=[N:3]1.[NH2:24][N:25]1[CH2:30][CH2:29][O:28][CH2:27][CH2:26]1>>[CH3:1][N:2]1[C:6]([C:7]([NH:24][N:25]2[CH2:30][CH2:29][O:28][CH2:27][CH2:26]2)=[O:9])=[CH:5][C:4]([NH:10][CH2:11][C:12]2[C:13]([C:18]3[CH:23]=[CH:22][CH:21]=[CH:20][N:19]=3)=[N:14][O:15][C:16]=2[CH3:17])=[N:3]1. Product: CN1N=C(C=C1C(=O)NN1CCOCC1)NCC=1C(=NOC1C)C1=NC=CC=C1 (1-Methyl-3-((5-methyl-3-(pyridin-2-yl)isoxazol-4-yl)methylamino)-N-morpholino-1H-pyrazole-5-carboxamide). Procedure: As described for example 160c, 1-methyl-3-((5-methyl-3-(pyridin-2-yl)isoxazol-4-yl)methylamino)-1H-pyrazole-5-carboxylic acid (80 mg; 255 μmol) was converted, using 4-aminomorpholine instead of isopropylamine, to the title compound (101 mg, 71%) which was obtained as a white solid. MS: m/e=398.2 [M+H]+. Yield: 71.0%. Reactants: C1COCCOCCOCCOCCOCCO1 (18-crown-6), [K] (potassium), COC(=O)C1=CN(C2=CC(=CC=C12)N1CCC(CC1)O)C (6-(4-hydroxy-piperidin-1-yl)-1-methyl-1H-indole-3-carboxylic acid methyl ester), BrCC=1C(=NOC1C1CC1)C1=C(C=CC=C1Cl)Cl (4-bromomethyl-5-cyclopropyl-3-(2,6-dichloro-phenyl)-isoxazole), [NH4+].[Cl-] (NH4Cl). The solvent is C(C)(C)(C)O (tert-butyl alcohol), O1CCCC1 (Tetrahydrofuran). Run at time 15 minute. Yields the product COC(=O)C1=CN(C2=CC(=CC=C12)N1CCC(CC1)OCC=1C(=NOC1C1CC1)C1=C(C=CC=C1Cl)Cl)C (6-{4-[5-Cyclopropyl-3-(2,6-dichloro-phenyl)-isoxazol-4-ylmethoxy]-piperidin-1-yl}-1-methyl-1H-indole-3-carboxylic acid methyl ester). The yield is 34.0%. Reaction SMILES: C1OCCOCCOCCOCCOCCOC1.[K].[CH3:20][O:21][C:22]([C:24]1[C:32]2[C:27](=[CH:28][C:29]([N:33]3[CH2:38][CH2:37][CH:36]([OH:39])[CH2:35][CH2:34]3)=[CH:30][CH:31]=2)[N:26]([CH3:40])[CH:25]=1)=[O:23].Br[CH2:42][C:43]1[C:44]([C:51]2[C:56]([Cl:57])=[CH:55][CH:54]=[CH:53][C:52]=2[Cl:58])=[N:45][O:46][C:47]=1[CH:48]1[CH2:50][CH2:49]1.[NH4+].[Cl-]>C(O)(C)(C)C.O1CCCC1>[CH3:20][O:21][C:22]([C:24]1[C:32]2[C:27](=[CH:28][C:29]([N:33]3[CH2:38][CH2:37][CH:36]([O:39][CH2:42][C:43]4[C:44]([C:51]5[C:52]([Cl:58])=[CH:53][CH:54]=[CH:55][C:56]=5[Cl:57])=[N:45][O:46][C:47]=4[CH:48]4[CH2:50][CH2:49]4)[CH2:35][CH2:34]3)=[CH:30][CH:31]=2)[N:26]([CH3:40])[CH:25]=1)=[O:23] |f:4.5,^1:18|. Procedure details: Tetrahydrofuran (4 mL) is added at room temperature to a mixture of 18-crown-6 (306 mg, 1.14 mmole), tert-butyl alcohol, potassium derivative (134 mg, 1.14 mmole) and 6-(4-hydroxy-piperidin-1-yl)-1-methyl-1H-indole-3-carboxylic acid methyl ester (300 mg, 1.040 mmole). The mixture is stirred for 15 minutes and then 4-bromomethyl-5-cyclopropyl-3-(2,6-dichloro-phenyl)-isoxazole (361 mg, 1.04 mmole) is added. After 1.5 h, a saturated solution of NH4Cl is added and extracted with ethyl acetate. The o...